This data is from the Open Reaction Database (ORD), a public repository of structured organic reaction records. The task is: describe an organic reaction: reactants, conditions, products, and yield The reactants are COc1cc([N+](=O)[O-])ccc1OCCN1CCC(O)C1, CCOC(C)=O. Yields the product COc1cc(N)ccc1OCCN1CCC(O)C1. Reaction SMILES: [CH3:1][O:2][c:3]1[c:4]([O:5][CH2:6][CH2:7][N:8]2[CH2:9][CH:10]([OH:13])[CH2:11][CH2:12]2)[cH:14][cH:15][c:16]([N+:18]([O-:19])=[O:20])[cH:17]1.[CH3:21][CH2:22][O:23][C:24]([CH3:25])=[O:26]>>[CH3:1][O:2][c:3]1[c:4]([O:5][CH2:6][CH2:7][N:8]2[CH2:9][CH:10]([OH:13])[CH2:11][CH2:12]2)[cH:14][cH:15][c:16]([NH2:18])[cH:17]1. The reactants are N1N=CC(=C1)C1=CC2=C(C=3N=C(SC3CCO2)C(=O)O)C=C1 (8-(1H-Pyrazol-4-yl)-4,5-dihydro-6-oxa-3-thia-1-aza-benzo[e]azulene-2-carboxylic acid), O1[C@H](CC2=C1C=CC=C2)CNC ((R)-1-(2,3-dihydrobenzofuran-2-yl)-N-methylmethanamine). Procedure: Following the procedure for 103, 8-(1H-Pyrazol-4-yl)-4,5-dihydro-6-oxa-3-thia-1-aza-benzo[e]azulene-2-carboxylic acid (50.0 mg, 0.2 mmol) was reacted with (R)-1-(2,3-dihydrobenzofuran-2-yl)-N-methylmethanamine (1.2 equiv) to give 187 (16.8 mg, M+1 459.1) Product: O1[C@H](CC2=C1C=CC=C2)CN(C(=O)C=2SC=1CCOC3=C(C1N2)C=CC(=C3)C=3C=NNC3)C (8-(1H-Pyrazol-4-yl)-4,5-dihydro-6-oxa-3-thia-1-aza-benzo[e]azulene-2-carboxylic acid [(R)-1-(2,3-dihydro-benzofuran-2-yl)methyl]-methyl-amide). RXN SMILES: [NH:1]1[CH:5]=[C:4]([C:6]2[CH:22]=[CH:21][C:9]3[C:10]4[N:11]=[C:12]([C:18]([OH:20])=O)[S:13][C:14]=4[CH2:15][CH2:16][O:17][C:8]=3[CH:7]=2)[CH:3]=[N:2]1.[O:23]1[C:27]2[CH:28]=[CH:29][CH:30]=[CH:31][C:26]=2[CH2:25][C@@H:24]1[CH2:32][NH:33][CH3:34]>>[O:23]1[C:27]2[CH:28]=[CH:29][CH:30]=[CH:31][C:26]=2[CH2:25][C@@H:24]1[CH2:32][N:33]([CH3:34])[C:18]([C:12]1[S:13][C:14]2[CH2:15][CH2:16][O:17][C:8]3[CH:7]=[C:6]([C:4]4[CH:3]=[N:2][NH:1][CH:5]=4)[CH:22]=[CH:21][C:9]=3[C:10]=2[N:11]=1)=[O:20]. Reactants: CC(=O)CC(=O)NC(CC(=O)O)C(=O)O, CC(C)=O, CC(=O)OC(C)=O, CC(=O)[O-], CC(=O)[O-], CC(=O)O, [Mg+2]. The product is CC(=O)CC(=O)NC1CC(=O)OC1=O. As a reaction SMILES: [C:1]([CH2:2][C:3](=[O:4])[CH3:5])(=[O:6])[NH:7][CH:8]([CH2:9][C:10](=[O:11])[OH:12])[C:13](=[O:14])[OH:15].[CH3:16][C:17](=[O:18])[CH3:19].[CH3:20][C:21]([O:22][C:23](=[O:24])[CH3:25])=[O:26].[CH3:28][C:29](=[O:30])[O-:31].[CH3:32][C:33](=[O:34])[O-:35].[CH3:36][C:37](=[O:38])[OH:39].[Mg+2:27]>>[C:1]([CH2:2][C:3](=[O:4])[CH3:5])(=[O:6])[NH:7][CH:8]1[CH2:9][C:10](=[O:12])[O:15][C:13]1=[O:14]. The reactants are NS(=O)(=O)c1ccc(Cl)cc1, O=C(O)c1ccc(Br)cc1Cl, ClCCl. Product: O=C(NS(=O)(=O)c1ccc(Cl)cc1)c1ccc(Br)cc1Cl. Reaction SMILES: [Cl:12][c:13]1[cH:14][cH:15][c:16]([S:19](=[O:20])(=[O:21])[NH2:22])[cH:17][cH:18]1.[Cl:1][c:2]1[c:3]([C:4](=[O:5])[OH:6])[cH:7][cH:8][c:9]([Br:11])[cH:10]1.[Cl:23][CH2:24][Cl:25]>>[Cl:1][c:2]1[c:3]([C:4](=[O:6])[NH:22][S:19]([c:16]2[cH:15][cH:14][c:13]([Cl:12])[cH:18][cH:17]2)(=[O:20])=[O:21])[cH:7][cH:8][c:9]([Br:11])[cH:10]1.